From a dataset of the Open Reaction Database (ORD), a public repository of structured organic reaction records. describe an organic reaction: reactants, conditions, products, and yield The reactants are O=C([O-])O, [Na+], COc1ccc2c(ccc(=O)n2CC2OCCO2)c1, O=C(O)C(F)(F)F. Product: COc1ccc2c(ccc(=O)n2CC=O)c1. As a reaction SMILES: [C:20](=[O:21])([O-:22])[OH:23].[Na+:24].[O:1]1[CH:2]([CH2:6][n:7]2[c:8](=[O:19])[cH:9][cH:10][c:11]3[cH:12][c:13]([O:17][CH3:18])[cH:14][cH:15][c:16]23)[O:5][CH2:4][CH2:3]1.[OH:25][C:26]([C:27]([F:28])([F:29])[F:30])=[O:31]>>[O:1]=[CH:2][CH2:6][n:7]1[c:8](=[O:19])[cH:9][cH:10][c:11]2[cH:12][c:13]([O:17][CH3:18])[cH:14][cH:15][c:16]12.